From a dataset of the Open Reaction Database (ORD), a public repository of structured organic reaction records. describe an organic reaction: reactants, conditions, products, and yield Procedure details: Following the procedure of Example 1 (7), 2-benzyl-6-(4-fluoro-3-methylphenyl)-4-methoxycarbonyl-2H-pyridazin-3-one was reacted to yield the title compound as a pale yellow crystalline powder (yield: 65.2%). The yield is 65.2%. Product: C(C1=CC=CC=C1)N1N=C(C=C(C1=O)C(=O)O)C1=CC(=C(C=C1)F)C (2-benzyl-4-carboxy-6-(4-fluoro-3-methyl-phenyl)-2H-pyridazin-3-one). The reactants are FC1=C(C=CC(=C1)F)C=1C=C(C(N(N1)CC(C)C)=O)COS(=O)(=O)C (6-(2,4-difluorophenyl)-2-isobutyl-4-methanesulfonyloxymethyl-2H-pyridazin-3-one), C(C1=CC=CC=C1)N1N=C(C=C(C1=O)C(=O)OC)C1=CC(=C(C=C1)F)C (2-benzyl-6-(4-fluoro-3-methylphenyl)-4-methoxycarbonyl-2H-pyridazin-3-one). As a reaction SMILES: FC1C=C(F)C=CC=1C1C=C(COS(C)(=O)=O)C(=O)N(CC(C)C)N=1.[CH2:26]([N:33]1[C:38](=[O:39])[C:37]([C:40]([O:42]C)=[O:41])=[CH:36][C:35]([C:44]2[CH:49]=[CH:48][C:47]([F:50])=[C:46]([CH3:51])[CH:45]=2)=[N:34]1)[C:27]1[CH:32]=[CH:31][CH:30]=[CH:29][CH:28]=1>>[CH2:26]([N:33]1[C:38](=[O:39])[C:37]([C:40]([OH:42])=[O:41])=[CH:36][C:35]([C:44]2[CH:49]=[CH:48][C:47]([F:50])=[C:46]([CH3:51])[CH:45]=2)=[N:34]1)[C:27]1[CH:32]=[CH:31][CH:30]=[CH:29][CH:28]=1. Starting materials: CCO, CO, Cl, O=[N+]([O-])c1cccc2cnccc12, NO, [Na+], [OH-], O. Yields the product Nc1ccc([N+](=O)[O-])c2ccncc12. As a reaction SMILES: [CH3:17][CH2:18][OH:19].[CH3:22][OH:23].[ClH:14].[N+:1](=[O:2])([O-:3])[c:4]1[c:5]2[cH:6][cH:7][n:8][cH:9][c:10]2[cH:11][cH:12][cH:13]1.[NH2:15][OH:16].[Na+:21].[OH-:20].[OH2:24]>>[N+:1](=[O:2])([O-:3])[c:4]1[c:5]2[cH:6][cH:7][n:8][cH:9][c:10]2[c:11]([NH2:15])[cH:12][cH:13]1. The reactants are OC1CCN(CC1)C(=O)OC(C)(C)C (tert-Butyl 4-hydroxypiperidine-1-carboxylate), C1CCOC1 (THF), TEA, C(C1=CC=CC=C1)(=O)Cl (benzoyl chloride), O (Water). Run in CCOC(=O)C (EtOAc). Conditions: time 1 hour. The product is C(C1=CC=CC=C1)(=O)OC1CCN(CC1)C(=O)OC(C)(C)C (tert-butyl 4-(benzoyloxy)piperidine-1-carboxylate). The yield is 94.0%. As a reaction SMILES: [OH:1][CH:2]1[CH2:7][CH2:6][N:5]([C:8]([O:10][C:11]([CH3:14])([CH3:13])[CH3:12])=[O:9])[CH2:4][CH2:3]1.C1COCC1.[C:20](Cl)(=[O:27])[C:21]1[CH:26]=[CH:25][CH:24]=[CH:23][CH:22]=1.O>CCOC(C)=O>[C:20]([O:1][CH:2]1[CH2:3][CH2:4][N:5]([C:8]([O:10][C:11]([CH3:14])([CH3:13])[CH3:12])=[O:9])[CH2:6][CH2:7]1)(=[O:27])[C:21]1[CH:26]=[CH:25][CH:24]=[CH:23][CH:22]=1. Reported procedure: tert-Butyl 4-hydroxypiperidine-1-carboxylate (2.0 g) was mixed with THF (20 ml), and TEA (3 ml) and benzoyl chloride (1.2 g) were added thereto, followed by stirring at room temperature for 1 hour. Water and EtOAc were added to the reaction mixture, and the organic layer was dried over Na2SO4 and concentrated under reduced pressure. The obtained residue was purified by silica gel column chromatography (hexane/EtOAc) to obtain tert-butyl 4-(benzoyloxy)piperidine-1-carboxylate (2.45 g).